This data is from the Open Reaction Database (ORD), a public repository of structured organic reaction records. The task is: describe an organic reaction: reactants, conditions, products, and yield The yield is 195.0%. Starting materials: FC1=CC=CC2=CC=CC=C12 (1-fluoronaphthalene), C(C=C)(=O)Cl (acryloyl chloride), [Cl-].[Al+3].[Cl-].[Cl-] (aluminium chloride). Reported procedure: 1-fluoronaphthalene (146 mg), acryloyl chloride (110 mg), and aluminium chloride (150 mg) were reacted in dichloromethane (1 mL) at from −15° C. to room temperature for 2 hours. The resultant was treated in the same manner as described in Example 1 to obtain the title compound (390 mg). Product: FC1=CC=CC2=CC(=CC=C12)C(C=C)=O (1-fluoro-6-acryloylnaphthalene). RXN SMILES: [F:1][C:2]1[C:11]2[C:6](=[CH:7][CH:8]=[CH:9][CH:10]=2)[CH:5]=[CH:4][CH:3]=1.[C:12](Cl)(=[O:15])[CH:13]=[CH2:14].[Cl-].[Al+3].[Cl-].[Cl-]>ClCCl>[F:1][C:2]1[C:11]2[C:6](=[CH:7][C:8]([C:12](=[O:15])[CH:13]=[CH2:14])=[CH:9][CH:10]=2)[CH:5]=[CH:4][CH:3]=1 |f:2.3.4.5|. Solvent: ClCCl (dichloromethane). Reactants: ClCCl, C[N+]1([O-])CCOCC1, CCC[N+](CCC)(CCC)CCC, O=[Ru](=O)(=O)[O-], CC(C)(O)c1ccc(CNC(=O)c2cccnc2Oc2cccc(C(O)C(F)(F)F)c2)cc1. Product: CC(C)(O)c1ccc(CNC(=O)c2cccnc2Oc2cccc(C(=O)C(F)(F)F)c2)cc1. Reaction SMILES: [CH2:42]([Cl:43])[Cl:44].[CH3:34][N+:35]1([O-:36])[CH2:37][CH2:38][O:39][CH2:40][CH2:41]1.[CH3:45][CH2:46][CH2:47][N+:48]([CH2:49][CH2:50][CH3:51])([CH2:52][CH2:53][CH3:54])[CH2:55][CH2:56][CH3:57].[O:58]=[Ru:59](=[O:60])([O-:61])=[O:62].[OH:1][C:2]([CH3:3])([CH3:4])[c:5]1[cH:6][cH:7][c:8]([CH2:9][NH:10][C:11]([c:12]2[c:13]([O:18][c:19]3[cH:20][c:21]([CH:25]([C:26]([F:27])([F:28])[F:29])[OH:30])[cH:22][cH:23][cH:24]3)[n:14][cH:15][cH:16][cH:17]2)=[O:31])[cH:32][cH:33]1>>[OH:1][C:2]([CH3:3])([CH3:4])[c:5]1[cH:6][cH:7][c:8]([CH2:9][NH:10][C:11]([c:12]2[c:13]([O:18][c:19]3[cH:20][c:21]([C:25]([C:26]([F:27])([F:28])[F:29])=[O:30])[cH:22][cH:23][cH:24]3)[n:14][cH:15][cH:16][cH:17]2)=[O:31])[cH:32][cH:33]1. The reactants are S(=O)(Cl)Cl (thionyl chloride), ClC1=CC2=C(C(C3=NC=CC=C3CO2)O)C=C1 (8-chloro-5,11-dihydro[1]benzoxepino[4,3-b]pyridin-11-ol), [OH-].[Na+] (NaOH). The solvent is ClCCl (dichloromethane). Conditions: temperature 0 celsius, time 30 minute. Product: ClC1=CC2=C(C(C3=NC=CC=C3CO2)Cl)C=C1 (8,11-DICHLORO-5,11-DIHYDRO[1]BENZOXEPINO[4,3-b]PYRIDINE). Isolated yield 96.9%. RXN SMILES: S(Cl)([Cl:3])=O.[Cl:5][C:6]1[CH:21]=[CH:20][C:9]2[CH:10](O)[C:11]3[C:16]([CH2:17][O:18][C:8]=2[CH:7]=1)=[CH:15][CH:14]=[CH:13][N:12]=3.[OH-].[Na+]>ClCCl>[Cl:5][C:6]1[CH:21]=[CH:20][C:9]2[CH:10]([Cl:3])[C:11]3[C:16]([CH2:17][O:18][C:8]=2[CH:7]=1)=[CH:15][CH:14]=[CH:13][N:12]=3 |f:2.3|. Procedure: Add thionyl chloride (2.74 mL, 4.48 g, 37.6 mmole) to 8-chloro-5,11-dihydro[1]benzoxepino[4,3-b]pyridin-11-ol (8.48 g, 34.2 mmole) in dichloromethane (100 mL) at 0° C. under a nitrogen atmosphere. Stir for 30 minutes at 0° C., and then stir for 60 minutes at room temperature. Add iced 1.5N NaOH (100 mL), and separate layers. Extract aqueous solution with dichloromethane (2×100 mL). Wash the combined organic solution with water and saturated NaCl, dry with MgSO4, filter, and concentrate in vacuo ... Reactants: OC1=CC(N(C=C1)C=1SC(=C(N1)C)C(=O)OCC)=O (ethyl 2-(4-hydroxy-2-oxopyridin-1(2H)-yl)-4-methylthiazole-5-carboxylate), [H-].[Na+] (sodium hydride), BrCC1CC1 ((bromomethyl)cyclopropane). Run in CN(C=O)C (N,N-dimethylformamide). Conditions: temperature 0 celsius, time 30 minute. Yields the product C1(CC1)COC1=CC(N(C=C1)C=1SC(=C(N1)C)C(=O)OCC)=O (Ethyl 2-(4-(Cyclopropylmethoxy)-2-oxopyridin-1(2H)-yl)-4-methylthiazole-5-carboxylate). The yield is 96.6%. RXN SMILES: [OH:1][C:2]1[CH:7]=[CH:6][N:5]([C:8]2[S:9][C:10]([C:14]([O:16][CH2:17][CH3:18])=[O:15])=[C:11]([CH3:13])[N:12]=2)[C:4](=[O:19])[CH:3]=1.[H-].[Na+].Br[CH2:23][CH:24]1[CH2:26][CH2:25]1>CN(C)C=O>[CH:24]1([CH2:23][O:1][C:2]2[CH:7]=[CH:6][N:5]([C:8]3[S:9][C:10]([C:14]([O:16][CH2:17][CH3:18])=[O:15])=[C:11]([CH3:13])[N:12]=3)[C:4](=[O:19])[CH:3]=2)[CH2:26][CH2:25]1 |f:1.2|. Procedure details: To a stirred solution of ethyl 2-(4-hydroxy-2-oxopyridin-1(2H)-yl)-4-methylthiazole-5-carboxylate (1.00 g, 3.56 mmol) in N,N-dimethylformamide (10 mL) at 0° C. was added sodium hydride (0.14 g, 5.70 mmol). The reaction mixture was stirred at 0° C. for 30 minutes, then (bromomethyl)cyclopropane (0.58 g, 4.28 mmol) was added. The reaction mixture was stirred at ambient temperature for 16 hours. The solvent was removed at high vacuum and the residue was diluted with dichloromethane (30 mL), washed ... Starting materials: CN1CCOCC1 (N-methylmorpholine), N[C@H](C(=O)O)C1=CC=C(C=C1)CC(=O)O ((S)-α-amino-p-carboxymethylphenylacetic acid), FC1=C(C(=O)OC2=C(C(=C(C(=C2F)F)F)F)F)C=CC(=C1)N(C1CCC2=C1C=C1C(N(C(=NC1=C2)C)COC(C(C)(C)C)=O)=O)C (pentafluorophenyl o-fluoro-p-[N-methyl-N-((6RS)-2-methyl-4-oxo-3-pivaloyloxymethyl-3,4,7,8-tetrahydro-6H-cyclopenta[g]quinazolin-6-yl)amino]-benzoate), ON1N=NC2=C1C=CC=C2 (N-hydroxybenzotriazole), bistrimethyl silyl acetamide, Cl (HCl). Solvent: CN(C)C=O (DMF), CO.O (methanol water). Conditions: time 4 hour. Product: FC1=C(C(=O)N[C@H](C(=O)O)C2=CC=C(C=C2)CC(=O)O)C=CC(=C1)N(C1CCC2=C1C=C1C(N(C(=NC1=C2)C)COC(C(C)(C)C)=O)=O)C ((2S)-2-{o-fluoro-p-[N-methyl-N-((6RS)-2-methyl-3-pivaloyloxymethyl-4-oxo-3,4,7,8-tetrahydro-6H-cyclopenta[g]quinazolin-6-yl)amino]-benzamido}-2-[p-(carboxymethyl)phenyl]acetic acid). Yield: 52.0%. As a reaction SMILES: [NH2:1][C@@H:2]([C:6]1[CH:11]=[CH:10][C:9]([CH2:12][C:13]([OH:15])=[O:14])=[CH:8][CH:7]=1)[C:3]([OH:5])=[O:4].[F:16][C:17]1[CH:36]=[C:35]([N:37]([CH3:61])[CH:38]2[C:42]3[CH:43]=[C:44]4[C:49](=[CH:50][C:41]=3[CH2:40][CH2:39]2)[N:48]=[C:47]([CH3:51])[N:46]([CH2:52][O:53][C:54](=[O:59])[C:55]([CH3:58])([CH3:57])[CH3:56])[C:45]4=[O:60])[CH:34]=[CH:33][C:18]=1[C:19](OC1C(F)=C(F)C(F)=C(F)C=1F)=[O:20].CN1CCOCC1.ON1C2C=CC=CC=2N=N1.Cl>CN(C=O)C.CO.O>[F:16][C:17]1[CH:36]=[C:35]([N:37]([CH3:61])[CH:38]2[C:42]3[CH:43]=[C:44]4[C:49](=[CH:50][C:41]=3[CH2:40][CH2:39]2)[N:48]=[C:47]([CH3:51])[N:46]([CH2:52][O:53][C:54](=[O:59])[C:55]([CH3:56])([CH3:57])[CH3:58])[C:45]4=[O:60])[CH:34]=[CH:33][C:18]=1[C:19]([NH:1][C@@H:2]([C:6]1[CH:11]=[CH:10][C:9]([CH2:12][C:13]([OH:15])=[O:14])=[CH:8][CH:7]=1)[C:3]([OH:5])=[O:4])=[O:20] |f:6.7|. Procedure details: To a solution of (S)-α-amino-p-carboxymethylphenylacetic acid (0.1 g, 0.48 mmol) and pentafluorophenyl o-fluoro-p-[N-methyl-N-((6RS)-2-methyl-4-oxo-3-pivaloyloxymethyl-3,4,7,8-tetrahydro-6H-cyclopenta[g]quinazolin-6-yl)amino]-benzoate (0.213 g, 0.4 mmol), prepared as described in Example 2, in 5 ml of DMF was added bistrimethyl silyl acetamide (BSA) (0.194 g, 0.96 mmol). After stirring under N2 for 20 minutes N-methylmorpholine was added (0.081 g, 0.8 mmol) followed by N-hydroxybenzotriazole (HO... The reactants are C(C=C)(=O)OC (methyl acrylate), N(=O)[O-].[Na+] (sodium nitrite), FC=1C=C(N)C=CC1OCC=1N=C(OC1C)C1=CC=CC=C1 (3-fluoro-4-(5-methyl-2-phenyl-4-oxazolylmethoxy)aniline), Br (HBr). The reagents and catalysts are [Cu]=O (copper oxide). Run in O (water), CO (methanol), CC(=O)C (acetone). Run at time 25 minute. Product: BrC(C(=O)OC)CC1=CC(=C(C=C1)OCC=1N=C(OC1C)C1=CC=CC=C1)F (methyl 2-bromo-3-[3-fluoro-4-(5-methyl-2-phenyl-4-oxazolylmethoxy)phenyl]propionate). Yield: 76.8%. As a reaction SMILES: N([O-])=O.[Na+].[F:5][C:6]1[CH:7]=[C:8]([CH:10]=[CH:11][C:12]=1[O:13][CH2:14][C:15]1[N:16]=[C:17]([C:21]2[CH:26]=[CH:25][CH:24]=[CH:23][CH:22]=2)[O:18][C:19]=1[CH3:20])N.[BrH:27].[C:28]([O:32][CH3:33])(=[O:31])[CH:29]=[CH2:30]>O.[Cu]=O.CO.CC(C)=O>[Br:27][CH:29]([CH2:30][C:8]1[CH:10]=[CH:11][C:12]([O:13][CH2:14][C:15]2[N:16]=[C:17]([C:21]3[CH:26]=[CH:25][CH:24]=[CH:23][CH:22]=3)[O:18][C:19]=2[CH3:20])=[C:6]([F:5])[CH:7]=1)[C:28]([O:32][CH3:33])=[O:31] |f:0.1|. Reported procedure: A solution of sodium nitrite (NaNO2) (3.1 g) in water (5 ml) was added dropwise, at temperature ranging from 0 to 5° C., to a mixture of 3-fluoro-4-(5-methyl-2-phenyl-4-oxazolylmethoxy)aniline (12.3 g), aqueous HBr (47%, 28.4 g) and acetone (150 ml)-methanol (50 ml). The mixture was stirred for 25 minutes at the same temperature range, to which was added methyl acrylate (21.3 g). The mixture was heated at temperatures ranging from 30 to 35° C., to which was then added copper oxide (Cu2O) (0.05 g... The reactants are OC1=CC2=CC3=CC=CC=C3C=C2C=C1 (2-hydroxyanthracene), [OH-].[Na+] (NaOH), C(C#C)Br (propargyl bromide). The reagents and catalysts are [Br-].C(CCC)[N+](CCCC)(CCCC)CCCC (tetrabutylammonium bromide). Solvent: O (water), O (water), C(C)(=O)OCC (ethyl acetate). Conditions: time 8 hour. Product: C(C#C)OC1=CC2=CC3=CC=CC=C3C=C2C=C1 (2propargyloxyanthracene). The yield is 43.6%. As a reaction SMILES: [OH:1][C:2]1[CH:15]=[CH:14][C:13]2[C:4](=[CH:5][C:6]3[C:11]([CH:12]=2)=[CH:10][CH:9]=[CH:8][CH:7]=3)[CH:3]=1.[OH-].[Na+].[CH2:18](Br)[C:19]#[CH:20]>[Br-].C([N+](CCCC)(CCCC)CCCC)CCC.O.C(OCC)(=O)C>[CH2:20]([O:1][C:2]1[CH:15]=[CH:14][C:13]2[C:4](=[CH:5][C:6]3[C:11]([CH:12]=2)=[CH:10][CH:9]=[CH:8][CH:7]=3)[CH:3]=1)[C:19]#[CH:18] |f:1.2,4.5|. Reported procedure: Into a reaction flask fitted with a stirrer, a thermometer, a nitrogen gas inlet tube and a reflux condenser, were placed 26.677 parts of 2-hydroxyanthracene, 49.444 parts of deionized water, 6.217 parts of NaOH and 0.096 part of tetrabutylammonium bromide and to this mixture, 18.859 parts of propargyl bromide was added dropwise and reacted at 80° C. for 6 hours. After completion of the reaction, the content was treated with a mixture of ethyl acetate and deionized water and the ethyl acetate la...